This data is from the Open Reaction Database (ORD), a public repository of structured organic reaction records. The task is: describe an organic reaction: reactants, conditions, products, and yield Product: [Br-], OCCCCCCCCCC[P+](c1ccccc1)(c1ccccc1)c1ccccc1. Reaction SMILES: [Br:1][CH2:2][CH2:3][CH2:4][CH2:5][CH2:6][CH2:7][CH2:8][CH2:9][CH2:10][CH2:11][OH:12].[CH3:32][C:33]#[N:34].[c:13]1([P:19]([c:20]2[cH:21][cH:22][cH:23][cH:24][cH:25]2)[c:26]2[cH:27][cH:28][cH:29][cH:30][cH:31]2)[cH:14][cH:15][cH:16][cH:17][cH:18]1>>[Br-:1].[CH2:2]([CH2:3][CH2:4][CH2:5][CH2:6][CH2:7][CH2:8][CH2:9][CH2:10][CH2:11][OH:12])[P+:19]([c:13]1[cH:14][cH:15][cH:16][cH:17][cH:18]1)([c:20]1[cH:21][cH:22][cH:23][cH:24][cH:25]1)[c:26]1[cH:27][cH:28][cH:29][cH:30][cH:31]1. The reactants are OCCCCCCCCCCBr, CC#N, c1ccc(P(c2ccccc2)c2ccccc2)cc1.